This data is from the Open Reaction Database (ORD), a public repository of structured organic reaction records. The task is: describe an organic reaction: reactants, conditions, products, and yield Starting materials: CN1CCC=2NC=3C=CC(=CC3C2CC1)C (3,9-dimethyl-1,2,3,4,5,6-hexahydroazepino[4,5-b]indole), FC(C1=NC=C(C=C1)C=C)(F)F (2-(trifluoromethyl)-5-vinylpyridine). Reagents/catalysts: [Cl-].C(CCC)[N+](CCCC)(CCCC)CCCC (tetra n-butyl ammonium chloride). Solvent: [OH-].[Na+] (NaOH), O (water). Reaction conditions: temperature 120 celsius. The product is CN1CCC=2N(C=3C=CC(=CC3C2CC1)C)CCC=1C=NC(=CC1)C(F)(F)F (3,9-dimethyl-6-(2-(6-(trifluoromethyl)pyridin-3-yl)ethyl)-1,2,3,4,5,6-hexahydroazepino[4,5-b]indole). The yield is 5.6%. As a reaction SMILES: [CH3:1][N:2]1[CH2:15][CH2:14][C:13]2[C:12]3[CH:11]=[C:10]([CH3:16])[CH:9]=[CH:8][C:7]=3[NH:6][C:5]=2[CH2:4][CH2:3]1.[F:17][C:18]([F:28])([F:27])[C:19]1[CH:24]=[CH:23][C:22]([CH:25]=[CH2:26])=[CH:21][N:20]=1>[OH-].[Na+].[Cl-].C([N+](CCCC)(CCCC)CCCC)CCC.O>[CH3:1][N:2]1[CH2:15][CH2:14][C:13]2[C:12]3[CH:11]=[C:10]([CH3:16])[CH:9]=[CH:8][C:7]=3[N:6]([CH2:26][CH2:25][C:22]3[CH:21]=[N:20][C:19]([C:18]([F:28])([F:17])[F:27])=[CH:24][CH:23]=3)[C:5]=2[CH2:4][CH2:3]1 |f:2.3,4.5|. Procedure details: The title compound was prepared by following general procedure 4. To a solution of 3,9-dimethyl-1,2,3,4,5,6-hexahydroazepino[4,5-b]indole (150 mg, 0.69 mmol) in 50% aq. NaOH solution (3 mL) was added, tetra n-butyl ammonium chloride (9 mg, 0.034 mmol) followed by 2-(trifluoromethyl)-5-vinylpyridine (133 mg, 0.76 mmol). The reaction mixture was heated at 120° C. for 8 h and the reaction was monitored by TLC. After completion of reaction, the reaction mixture was diluted with water, extracted with... Reactants: ClC1=C(C(=O)[O-])C=C(C(=C1)F)N1C(N(C2=C(C1=O)CCC2)C)=O.[Na+] (sodium 2-chloro-4-fluoro-5-(1,2,4,5,6,7-hexahydro-1-methyl-2,4-dioxo-3H-cyclopenta[d]pyrimidin-3-yl)-benzoate), BrCC#C (3-bromo-1-propyne). RXN SMILES: [Cl:1][C:2]1[CH:10]=[C:9]([F:11])[C:8]([N:12]2[C:17](=[O:18])[C:16]3[CH2:19][CH2:20][CH2:21][C:15]=3[N:14]([CH3:22])[C:13]2=[O:23])=[CH:7][C:3]=1[C:4]([O-:6])=[O:5].[Na+].Br[CH2:26][C:27]#[CH:28]>>[Cl:1][C:2]1[CH:10]=[C:9]([F:11])[C:8]([N:12]2[C:17](=[O:18])[C:16]3[CH2:19][CH2:20][CH2:21][C:15]=3[N:14]([CH3:22])[C:13]2=[O:23])=[CH:7][C:3]=1[C:4]([O:6][CH2:28][C:27]#[CH:26])=[O:5] |f:0.1|. Yields the product ClC1=C(C(=O)OCC#C)C=C(C(=C1)F)N1C(N(C2=C(C1=O)CCC2)C)=O (2-propynyl 2-chloro-4-fluoro-5-(1,2,4,5,6,7-hexahydro-1-methyl-2,4-dioxo-3H-cyclopenta[d]pyrimidin-3-yl)-benzoate). Reported procedure: using sodium 2-chloro-4-fluoro-5-(1,2,4,5,6,7-hexahydro-1-methyl-2,4-dioxo-3H-cyclopenta[d]pyrimidin-3-yl)-benzoate and 3-bromo-1-propyne there is obtained 2-propynyl 2-chloro-4-fluoro-5-(1,2,4,5,6,7-hexahydro-1-methyl-2,4-dioxo-3H-cyclopenta[d]pyrimidin-3-yl)-benzoate, m.p. 193°-195° C., The reactants are C1(CCCCC1)N=C=NC1CCCCC1 (dicyclohexylcarbodiimide), C(#N)C1(CCC(CC1)O)CCC (4-cyano-4-propylcyclohexanol), O1CCOC12CCC(CC2)=O (1,4-dioxaspiro[4,5]decan-8-one), S(=O)(=O)(C1=CC=C(C)C=C1)C[N+]#[C-] (tosylmethyl isocyanide), [Li+].CC(C)[N-]C(C)C (LDA), C(CCCCCC)Br (n-heptyl bromide), keto, ketone, [BH4-].[Na+] (NaBH4), C(CCC)C1CCC(CC1)C1CCC(CC1)C(=O)O (4'-butylbicyclohexane-4-carboxylic acid). The reagents and catalysts are CN(C1=CC=NC=C1)C (4-dimethylaminopyridine). Run in C(Cl)Cl (CH2Cl2), C(Cl)Cl (CH2Cl2). Product: C(#N)C1(CCC(CC1)OC(=O)C1CCC(CC1)C1CCC(CC1)CCCC)CCCCCCC (4-(4-Cyano- 4-heptylcyclohexyloxycarbonyl)-4'-butylbicyclohexane). RXN SMILES: [C:1]([C:3]1([CH2:10][CH2:11][CH3:12])[CH2:8][CH2:7][CH:6]([OH:9])[CH2:5][CH2:4]1)#[N:2].O1[C:17]2([CH2:22]CC(=O)[CH2:19][CH2:18]2)OCC1.S(C[N+]#[C-])(C1C=CC(C)=CC=1)(=O)=O.[Li+].CC([N-]C(C)C)C.C(Br)CCCCCC.[BH4-].[Na+].[CH2:55]([CH:59]1[CH2:64][CH2:63][CH:62]([CH:65]2[CH2:70][CH2:69][CH:68]([C:71]([OH:73])=O)[CH2:67][CH2:66]2)[CH2:61][CH2:60]1)[CH2:56][CH2:57][CH3:58].C1(N=C=NC2CCCCC2)CCCCC1>CN(C)C1C=CN=CC=1.C(Cl)Cl>[C:1]([C:3]1([CH2:10][CH2:11][CH2:12][CH2:22][CH2:17][CH2:18][CH3:19])[CH2:4][CH2:5][CH:6]([O:9][C:71]([CH:68]2[CH2:67][CH2:66][CH:65]([CH:62]3[CH2:61][CH2:60][CH:59]([CH2:55][CH2:56][CH2:57][CH3:58])[CH2:64][CH2:63]3)[CH2:70][CH2:69]2)=[O:73])[CH2:7][CH2:8]1)#[N:2] |f:3.4,6.7|. Reported procedure: 1 g of 4-dimethylaminopyridine and 22.3 g (0.1 mole) of 4-cyano-4-propylcyclohexanol (isomer mixture) [obtainable from 1,4-dioxaspiro[4,5]decan-8-one by introduction of the nitrile group with tosylmethyl isocyanide, alkylation with LDA and n-heptyl bromide, detachment of the keto-protective group and reduction of the ketone with NaBH4 ] are added to 26.6 g (0.1 mole) of 4'-butylbicyclohexane-4-carboxylic acid in 75 ml of CH2Cl2, with stirring. A solution of 21.7 g (0.105 mole) of dicyclohexylcar... Starting materials: CC(=O)NC=1C=CC(=CC1)O (acetaminophen), CC(=O)OC=1C=CC=CC1C(=O)O (aspirin), cellulose, cellulose, C(CCCCCCCCCCCCCCCCC)(=O)[O-].[Mg+2].C(CCCCCCCCCCCCCCCCC)(=O)[O-] (magnesium stearate). The product is CC(=O)NC=1C=CC(=CC1)O.CC(=O)OC=1C=CC=CC1C(=O)O (Acetaminophen Aspirin). As a reaction SMILES: [CH3:1][C:2]([NH:4][C:5]1[CH:6]=[CH:7][C:8]([OH:11])=[CH:9][CH:10]=1)=[O:3].[CH3:12][C:13]([O:15][C:16]1[CH:17]=[CH:18][CH:19]=[CH:20][C:21]=1[C:22]([OH:24])=[O:23])=[O:14].C([O-])(=O)CCCCCCCCCCCCCCCCC.[Mg+2].C([O-])(=O)CCCCCCCCCCCCCCCCC>>[CH3:1][C:2]([NH:4][C:5]1[CH:10]=[CH:9][C:8]([OH:11])=[CH:7][CH:6]=1)=[O:3].[CH3:12][C:13]([O:15][C:16]1[CH:17]=[CH:18][CH:19]=[CH:20][C:21]=1[C:22]([OH:24])=[O:23])=[O:14] |f:2.3.4,5.6|. Reported procedure: 320 mg of acetaminophen or aspirin (USP Powder, CAS-50-78-2), 175 mg of microfibrillated/powdered cellulose or microcrystalline cellulose (Avicel PH-102), and 5 mg of magnesium stearate were homogenously mixed and then compressed on a Carver Press using a 10-mm die and punches and a pressure of 4000 lbs and a dwell time of 1 min. The hardness and disintegration times of tablets are presented in Table 3. Starting materials: NOS(=O)(=O)O (NH2OSO3H), FC1=C2NC(C(NC2=C(C(=C1F)F)F)=O)=O (5,6,7,8-Tetrafluoro-1,4-dihydro-2,3-quinoxalinedione), NOS(=O)(=O)O (NH2OSO3H), BrC1=C2NC(C(NC2=CC(=C1)Br)=O)=O (5,7-Dibromo-1,4-dihydroquinoxaline-2,3-dione), [OH-].[K+] (KOH). As a reaction SMILES: FC1C(F)=C(F)C(F)=C2C=1[NH:4]C(=O)C(=O)N2.[Br:17][C:18]1[CH:27]=[C:26]([Br:28])[CH:25]=[C:24]2[C:19]=1[NH:20][C:21](=[O:30])[C:22](=[O:29])[NH:23]2.[OH-].[K+].NOS(O)(=O)=O>O>[NH2:4][N:23]1[C:24]2[C:19](=[C:18]([Br:17])[CH:27]=[C:26]([Br:28])[CH:25]=2)[NH:20][C:21](=[O:30])[C:22]1=[O:29] |f:2.3|. The solvent is O (water). Product: NN1C(C(NC2=C(C=C(C=C12)Br)Br)=O)=O (1-amino-5,7-dibromo-1,4-dihydro-2,3-quinoxalinedione). The yield is 79.0%. Conditions: temperature 60 celsius, time 15 minute. Procedure: The procedure of Shin, S. C. and Lee. Y. Y., Taehan Hwahakhoe Chi 27 (5): 382-4 (1983) was adapted. 5,7-Dibromo-1,4-dihydroquinoxaline-2,3-dione (46 mg, 0.144 mmole) was dissolved into 3N KOH (2 mL) at 60° C. for 1 h, and NH2OSO3H (20 mg, 0.172 mmole, Aldrich) in distilled water (0.5 mL) was dropwise added into above solution with stirring at 60° C. Some precipitate came out after 15 mins, then a second 20 mg NH2OSO3H portion was added. The mixture was stirred at room temperature for 1 h. The wh... Reactants: ClC1=C(C=CC2=C1CC(O2)CCCC2=CC=CC=C2)C(=O)O (4-chloro-2-(3-phenylpropyl)-2,3-dihydrobenzofuran-5-carboxylic acid), CC(=O)C1=C(C(=CC=C1)N)O (3-amino-2-hydroxyacetophenone). Yields the product C(C)(=O)C=1C(=C(C=CC1)NC(=O)C=1C=CC2=C(CC(O2)CCCC2=CC=CC=C2)C1Cl)O (N-(3-Acetyl-2-hydroxyphenyl)-4-chloro-2-(3-phenylpropyl)-2,3-dihydrobenzofuran-5-carboxamide). Yield: 93.0%. Reaction SMILES: [Cl:1][C:2]1[C:7]2[CH2:8][CH:9]([CH2:11][CH2:12][CH2:13][C:14]3[CH:19]=[CH:18][CH:17]=[CH:16][CH:15]=3)[O:10][C:6]=2[CH:5]=[CH:4][C:3]=1[C:20]([OH:22])=O.[CH3:23][C:24]([C:26]1[CH:31]=[CH:30][CH:29]=[C:28]([NH2:32])[C:27]=1[OH:33])=[O:25]>>[C:24]([C:26]1[C:27]([OH:33])=[C:28]([NH:32][C:20]([C:3]2[CH:4]=[CH:5][C:6]3[O:10][CH:9]([CH2:11][CH2:12][CH2:13][C:14]4[CH:15]=[CH:16][CH:17]=[CH:18][CH:19]=4)[CH2:8][C:7]=3[C:2]=2[Cl:1])=[O:22])[CH:29]=[CH:30][CH:31]=1)(=[O:25])[CH3:23]. Reported procedure: Following the process described in example 1 (point K), starting from 4-chloro-2-(3-phenylpropyl)-2,3-dihydrobenzofuran-5-carboxylic acid and 3-amino-2-hydroxyacetophenone, the title compound was prepared (93% yield). The reactants are CCOC(C)=O, Cl, CCOC(C)(C)ONC(=O)CN(Cc1ccc(OC)cc1)S(=O)(=O)c1ccc(OCCCCF)cc1. Product: COc1ccc(CN(CC(=O)NO)S(=O)(=O)c2ccc(OCCCCF)cc2)cc1. RXN SMILES: [CH3:38][CH2:39][O:40][C:41]([CH3:42])=[O:43].[ClH:37].[F:1][CH2:2][CH2:3][CH2:4][CH2:5][O:6][c:7]1[cH:8][cH:9][c:10]([S:13](=[O:14])(=[O:15])[N:16]([CH2:17][C:18](=[O:19])[NH:20][O:21][C:22]([O:23][CH2:24][CH3:25])([CH3:26])[CH3:27])[CH2:28][c:29]2[cH:30][cH:31][c:32]([O:35][CH3:36])[cH:33][cH:34]2)[cH:11][cH:12]1>>[F:1][CH2:2][CH2:3][CH2:4][CH2:5][O:6][c:7]1[cH:8][cH:9][c:10]([S:13](=[O:14])(=[O:15])[N:16]([CH2:17][C:18](=[O:19])[NH:20][OH:21])[CH2:28][c:29]2[cH:30][cH:31][c:32]([O:35][CH3:36])[cH:33][cH:34]2)[cH:11][cH:12]1.